Dataset: the Open Reaction Database (ORD), a public repository of structured organic reaction records. Task: describe an organic reaction: reactants, conditions, products, and yield Run in C(C)O (ethanol). The reagents and catalysts are [OH-].[Pd+2].[OH-] (palladium hydroxide). The product is CC1=C(C=CC(=C1)C)C=1NN=C2N=C(N(C(C21)=O)C)N(CCC)CCC (3-(2,4-Dimethlyphenyl)-6-dipropylamino-5-methyl-2,5-dihydro-4H-pyrazolo[3,4-d]pyrmidin-4-one). The yield is 84.0%. As a reaction SMILES: C([N:8]1[C:16]([C:17]2[CH:22]=[CH:21][C:20]([CH3:23])=[CH:19][C:18]=2[CH3:24])=[C:15]2[C:10]([N:11]=[C:12]([N:27]([CH2:31][CH2:32][CH3:33])[CH2:28][CH2:29][CH3:30])[N:13]([CH3:26])[C:14]2=[O:25])=[N:9]1)C1C=CC=CC=1>[OH-].[Pd+2].[OH-].C(O)C>[CH3:24][C:18]1[CH:19]=[C:20]([CH3:23])[CH:21]=[CH:22][C:17]=1[C:16]1[NH:8][N:9]=[C:10]2[C:15]=1[C:14](=[O:25])[N:13]([CH3:26])[C:12]([N:27]([CH2:31][CH2:32][CH3:33])[CH2:28][CH2:29][CH3:30])=[N:11]2 |f:1.2.3|. Starting materials: 20, C(C1=CC=CC=C1)N1N=C2N=C(N(C(C2=C1C1=C(C=C(C=C1)C)C)=O)C)N(CCC)CCC (2-benzyl-3-(2,4-dimethylphenyl)-6-dipropylamino-5-methyl-2,5-dihydro-4H-pyrazolo[3,4-d]pyrmidin-4-one). Procedure: To a Parr flask was added 0.14 g (0.31 mmol) of 2-benzyl-3-(2,4-dimethylphenyl)-6-dipropylamino-5-methyl-2,5-dihydro-4H-pyrazolo[3,4-d]pyrmidin-4-one and 30 ml of ethanol, followed by 0.10 g of 20 palladium hydroxide. The flask was purged with hydrogen and pressurized to 50 psig hydrogen and shaken. After complete reaction, the mixture was filtered through GF/F paper and the filtrate concentrated under reduced pressure. The residue was purified via biotage eluting with 50% ethyl acetate/hexanes ... The reactants are C(C)(C)O (isopropyl alcohol), C(C1=CC=2OCOC2C=C1)N (piperonylamine), ClC1=NC=NC2=CC=C(C=C12)C#N (4-chloro-6-cyanoquinazoline). Run in C(C)N(CC)CC (triethylamine). Product: C1OC=2C=C(CNC3=NC=NC4=CC=C(C=C34)C#N)C=CC2O1 (4-(3,4-Methylenedioxybenzyl)amino-6-cyanoquinazoline). Isolated yield 89.0%. As a reaction SMILES: C(O)(C)C.[CH2:5]([NH2:15])[C:6]1[CH:14]=[CH:13][C:12]2[O:11][CH2:10][O:9][C:8]=2[CH:7]=1.Cl[C:17]1[C:26]2[C:21](=[CH:22][CH:23]=[C:24]([C:27]#[N:28])[CH:25]=2)[N:20]=[CH:19][N:18]=1>C(N(CC)CC)C>[CH2:10]1[O:11][C:12]2[CH:13]=[CH:14][C:6]([CH2:5][NH:15][C:17]3[C:26]4[C:21](=[CH:22][CH:23]=[C:24]([C:27]#[N:28])[CH:25]=4)[N:20]=[CH:19][N:18]=3)=[CH:7][C:8]=2[O:9]1. Procedure details: 15 ml of isopropyl alcohol, 75 mg of triethylamine and 125 mg of piperonylamine were added to 140 mg of 4-chloro-6-cyanoquinazoline. The obtained mixture was heated under reflux for 5 hours and filtered to recover a precipitate. This precipitate was introduced to a silica gel column, followed by eluting with ethyl acetate to give 200 mg of the title compound. The reactants are N(C(=N)N)C=1SC=2CNCCC2N1 (2-guanidino-4,5,6,7-tetrahydrothiazolo[5,4-c]pyridine), C(#N)N=C([S-](C)C)[S-] (N-cyano-S,S-dimethyldithioimidocarbonate). The solvent is C(C)O (ethanol). Reaction conditions: time 30 hour. Product: N(C(=N)N)C=1SC=2CN(CCC2N1)C(=NC#N)SC (2-guanidino-5-(methylthio-N-cyano-imino-methyl)-4,5,6,7-tetrahydrothiazolo[5,4-c]pyridine). Yield: 79.6%. As a reaction SMILES: [NH:1]([C:5]1[S:6][C:7]2[CH2:8][NH:9][CH2:10][CH2:11][C:12]=2[N:13]=1)[C:2]([NH2:4])=[NH:3].[C:14]([N:16]=[C:17]([S-])[S-:18](C)[CH3:19])#[N:15]>C(O)C>[NH:1]([C:5]1[S:6][C:7]2[CH2:8][N:9]([C:17]([S:18][CH3:19])=[N:16][C:14]#[N:15])[CH2:10][CH2:11][C:12]=2[N:13]=1)[C:2]([NH2:4])=[NH:3]. Procedure details: To a suspension of 3.95 g (20 mmol) of 2-guanidino-4,5,6,7-tetrahydrothiazolo[5,4-c]pyridine in 40 ml of absolute ethanol, 3.51 g (24 mmol) of N-cyano-S,S-dimethyldithioimidocarbonate (IV: X"=NR8, R8 =CN) was added at room temperature. After standing for 30 hours, the reaction mixture was evaporated to dryness and the crude residue was chromatographed on a silica gel column using ethyl acetate with increasing methanol as eluant. 4.7 g (80% yield) of 2-guanidino-5-(methylthio-N-cyano-imino-methyl... Starting materials: CN(C1=CC(=NN1)C(F)(F)F)C (5-Dimethylamino-3-trifluoromethylpyrazole), [N+](=O)([O-])C1=CC=C(C=C1)F (4-nitrofluorobenzene). Yields the product [N+](=O)([O-])C1=CC=C(C=C1)N1N=C(C=C1N(C)C)C(F)(F)F (1-(4′-nitrophenyl)-5-dimethylamino-3-trifluoromethylpyrazole). As a reaction SMILES: [CH3:1][N:2]([CH3:12])[C:3]1[NH:7][N:6]=[C:5]([C:8]([F:11])([F:10])[F:9])[CH:4]=1.[N+:13]([C:16]1[CH:21]=[CH:20][C:19](F)=[CH:18][CH:17]=1)([O-:15])=[O:14]>>[N+:13]([C:16]1[CH:21]=[CH:20][C:19]([N:7]2[C:3]([N:2]([CH3:12])[CH3:1])=[CH:4][C:5]([C:8]([F:11])([F:9])[F:10])=[N:6]2)=[CH:18][CH:17]=1)([O-:15])=[O:14]. Reported procedure: 5-Dimethylamino-3-trifluoromethylpyrazole (2.9 mmol) was reacted with 4-nitrofluorobenzene (2.9 mmol), as described in Method L, to give 1-(4′-nitrophenyl)-5-dimethylamino-3-trifluoromethylpyrazole which was purified by chromatography over silica gel (hexanes/EtOAc, 8:2) (0.423 g, 46%). The nitrophenylpyrazole (1.35 mmol) was reduced by phase transfer hydrogenation, described generally in Method L, to give 1(4′-aminophenyl)-5-dimethylamino-3-trifluoromethylpyrazole as an off-white solid (0.321 g... RXN SMILES: [ClH:1].[CH3:2][C:3]1[N:4]=[CH:5][NH:6][C:7]=1[CH2:8]O>S(Cl)(Cl)=O>[ClH:1].[CH3:2][C:3]1[N:4]=[CH:5][NH:6][C:7]=1[CH2:8][Cl:1] |f:0.1,3.4|. Reaction conditions: time 8 hour. Yields the product Cl.CC=1N=CNC1CCl (4-Methyl-5-chloromethylimidazole hydrochloride). The solvent is S(=O)(Cl)Cl (thionyl chloride). Starting materials: Cl.CC=1N=CNC1CO (4-methyl-5-hydroxymethylimidazole hydrochloride). Reported procedure: A solution of 10 g of 4-methyl-5-hydroxymethylimidazole hydrochloride in 25 ml of thionyl chloride was allowed to stir at room temperature overnight. The crystalline product was filtered, washed with chloroform and dried, 11 g. Starting materials: CC(C)(C)OC(=O)NC(C(CO[Si](C)(C)C(C)(C)C)O[Si](C)(C)C(C)(C)C)C(F)c1ccccc1, C1CCOC1, c1ccncc1. The product is CC(C)(C)OC(=O)NC(C(CO)O[Si](C)(C)C(C)(C)C)C(F)c1ccccc1. RXN SMILES: [C:1]([CH3:2])([CH3:3])([CH3:4])[Si:5]([O:6][CH:7]([CH:8]([CH:9]([c:10]1[cH:11][cH:12][cH:13][cH:14][cH:15]1)[F:16])[NH:17][C:18]([O:19][C:20]([CH3:21])([CH3:22])[CH3:23])=[O:24])[CH2:25][O:26][Si:27]([C:28]([CH3:29])([CH3:30])[CH3:31])([CH3:32])[CH3:33])([CH3:34])[CH3:35].[CH2:36]1[O:37][CH2:38][CH2:39][CH2:40]1.[cH:41]1[cH:42][cH:43][n:44][cH:45][cH:46]1>>[C:1]([CH3:2])([CH3:3])([CH3:4])[Si:5]([O:6][CH:7]([CH:8]([CH:9]([c:10]1[cH:11][cH:12][cH:13][cH:14][cH:15]1)[F:16])[NH:17][C:18]([O:19][C:20]([CH3:21])([CH3:22])[CH3:23])=[O:24])[CH2:25][OH:26])([CH3:34])[CH3:35]. The reactants are ClCCl, C(=NC1CCCCC1)=NC1CCCCC1, O=C(O)CN1CCCC1=O, Oc1cc(Cl)c(Cl)cc1Cl. Yields the product O=C(CN1CCCC1=O)Oc1cc(Cl)c(Cl)cc1Cl. RXN SMILES: [CH2:36]([Cl:37])[Cl:38].[CH:21]1([N:22]=[C:23]=[N:24][CH:25]2[CH2:26][CH2:27][CH2:28][CH2:29][CH2:30]2)[CH2:31][CH2:32][CH2:33][CH2:34][CH2:35]1.[O:1]=[C:2]1[N:3]([CH2:7][C:8](=[O:9])[OH:10])[CH2:4][CH2:5][CH2:6]1.[OH:11][c:12]1[cH:13][c:14]([Cl:15])[c:16]([Cl:17])[cH:18][c:19]1[Cl:20]>>[O:1]=[C:2]1[N:3]([CH2:7][C:8](=[O:9])[O:10][c:12]2[cH:13][c:14]([Cl:15])[c:16]([Cl:17])[cH:18][c:19]2[Cl:20])[CH2:4][CH2:5][CH2:6]1. Starting materials: O (Water), C(C=C)(=O)Cl (acryloyl chloride), Cl.C(C1=CC=CC=C1)ON (O-benzyl hydroxylamine hydrochloride), C(C)(C)N(C(C)C)CC (N,N-diisopropylethylamine). Solvent: ClCCl (dichloromethane), ClCCl (dichloromethane). Reaction conditions: temperature 0 celsius. Yields the product C(C1=CC=CC=C1)ONC(C=C)=O (N-benzyloxyacrylamide). As a reaction SMILES: [C:1](Cl)(=[O:4])[CH:2]=[CH2:3].Cl.[CH2:7]([O:14][NH2:15])[C:8]1[CH:13]=[CH:12][CH:11]=[CH:10][CH:9]=1.C(N(CC)C(C)C)(C)C.O>ClCCl>[CH2:7]([O:14][NH:15][C:1](=[O:4])[CH:2]=[CH2:3])[C:8]1[CH:13]=[CH:12][CH:11]=[CH:10][CH:9]=1 |f:1.2|. Procedure details: A solution of acryloyl chloride dissolved in dry dichloromethane was cooled at 0° C. with an ice bath. A mixture of O-benzyl hydroxylamine hydrochloride (29) and N,N-diisopropylethylamine in dry dichloromethane was added. Water was added and the layers were separated. The organic solution was washed with diluted hydrochloric acid, a saturated sodium bicarbonate solution, water, and brine. The organic layer was dried over magnesium sulfate, filtered, and the solvent removed under reduced pressure...